Dataset: the Open Reaction Database (ORD), a public repository of structured organic reaction records. Task: describe an organic reaction: reactants, conditions, products, and yield Reactants: BrCC1CC1, O=C([O-])[O-], CCO, OCc1ccc(O)c(F)c1, [K+], [K+], O. Yields the product OCc1ccc(OCC2CC2)c(F)c1. Reaction SMILES: [Br:17][CH2:18][CH:19]1[CH2:20][CH2:21]1.[C:11](=[O:12])([O-:13])[O-:14].[CH3:23][CH2:24][OH:25].[F:1][c:2]1[c:3]([OH:10])[cH:4][cH:5][c:6]([CH2:8][OH:9])[cH:7]1.[K+:15].[K+:16].[OH2:22]>>[F:1][c:2]1[c:3]([O:10][CH2:18][CH:19]2[CH2:20][CH2:21]2)[cH:4][cH:5][c:6]([CH2:8][OH:9])[cH:7]1. The reactants are C1(C=2C(C(N1)=O)=CC=CC2)=O.[K] (Potassium phthalimide), BrCCCCCBr (1,5-dibromopentane). Run in CC(=O)C (acetone). Yields the product BrCCCCCN1C(C=2C(C1=O)=CC=CC2)=O (N-(5-bromopentyl)phthalimide). RXN SMILES: [C:1]1(=[O:11])[NH:5][C:4](=[O:6])[C:3]2=[CH:7][CH:8]=[CH:9][CH:10]=[C:2]12.[K].[Br:13][CH2:14][CH2:15][CH2:16][CH2:17][CH2:18]Br>CC(C)=O>[Br:13][CH2:14][CH2:15][CH2:16][CH2:17][CH2:18][N:5]1[C:1](=[O:11])[C:2]2=[CH:10][CH:9]=[CH:8][CH:7]=[C:3]2[C:4]1=[O:6] |f:0.1,^1:11|. Procedure details: Potassium phthalimide (92.5 g) was added in six portions over 4 hours to a boiling solution of 1,5-dibromopentane (230 g) in acetone (670 ml). The mixture was boiled under reflux for 24 hours, then cooled and filtered. The filtrate was evaporated to dryness and the residue dissolved in petroleum ether, b.p. 60-80° C./ethyl acetate (1:1) and the solution filtered. The filtrate was evaporated to dryness and the residue washed with several portions of petroleum ether, b.p. 60-80° C. to remove exces...